Task: describe an organic reaction: reactants, conditions, products, and yield. Dataset: the Open Reaction Database (ORD), a public repository of structured organic reaction records The reactants are BrN1C(CCC1=O)=O (N-bromosuccinimide), ClC1=CC=C(C=C1)N1C(=NC(=C1)C(=O)OCC)C1=C(C=C(C=C1)C)C (Ethyl 1-(4-chlorophenyl)-2-(2,4-dimethylphenyl)-1H-imidazole-4-carboxylate), O (Water). Run in CCO (EtOH). Conditions: time 3 hour. The product is BrC1=C(N=C(N1C1=CC=C(C=C1)Cl)C1=C(C=C(C=C1)C)C)C(=O)OCC (ethyl 5-bromo-1-(4-chlorophenyl)-2-(2,4-dimethylphenyl)-1H-imidazole-4-carboxylate). Isolated yield 128.9%. Reaction SMILES: [Cl:1][C:2]1[CH:7]=[CH:6][C:5]([N:8]2[CH:12]=[C:11]([C:13]([O:15][CH2:16][CH3:17])=[O:14])[N:10]=[C:9]2[C:18]2[CH:23]=[CH:22][C:21]([CH3:24])=[CH:20][C:19]=2[CH3:25])=[CH:4][CH:3]=1.[Br:26]N1C(=O)CCC1=O.O>CCO>[Br:26][C:12]1[N:8]([C:5]2[CH:4]=[CH:3][C:2]([Cl:1])=[CH:7][CH:6]=2)[C:9]([C:18]2[CH:23]=[CH:22][C:21]([CH3:24])=[CH:20][C:19]=2[CH3:25])=[N:10][C:11]=1[C:13]([O:15][CH2:16][CH3:17])=[O:14]. Reported procedure: Ethyl 1-(4-chlorophenyl)-2-(2,4-dimethylphenyl)-1H-imidazole-4-carboxylate (1.23 g, 3.47 mmol) was dissolved in EtOH (15 mL) and treated with N-bromosuccinimide (1.25 g, 7.02 mmol). The solution was stirred at rt for 3 h. Water was added. Extraction with dichloromethane, which was then washed with NaCl solution, gave an orange solid (1.94 g). Purification by chromatography over silica gel (20% EtOAc in hexane) afforded a light tan solid (1.028 g, 68%): 1H NMR (300 MHz, CDCl3) δ 7.35 (d, 2H), 7.0... Yields the product Cl.C(C)OC(=O)COC1=CC=C(C(OCC)=N)C=C1 (ethyl p-(ethoxycarbonylmethoxy)benzimidate hydrochloride). Conditions: time 3 day. Reactants: Cl (hydrogen chloride), Cl (hydrogen chloride), C(#N)C1=CC=C(OCC(=O)OCC)C=C1 (ethyl 2-p-cyanophenoxyacetate), C(C)OCC (diethyl ether). Reaction SMILES: [ClH:1].[C:2]([C:4]1[CH:16]=[CH:15][C:7]([O:8][CH2:9][C:10]([O:12][CH2:13][CH3:14])=[O:11])=[CH:6][CH:5]=1)#[N:3].[CH2:17]([O:19]CC)[CH3:18]>C(O)C>[ClH:1].[CH2:13]([O:12][C:10]([CH2:9][O:8][C:7]1[CH:15]=[CH:16][C:4]([C:2](=[NH:3])[O:19][CH2:17][CH3:18])=[CH:5][CH:6]=1)=[O:11])[CH3:14] |f:4.5|. Procedure: Dry hydrogen chloride was passed through a mixture of ethyl 2-p-cyanophenoxyacetate (30.75 g.), diethyl ether (500 ml.) and ethanol (10 ml.) at 0°-5° C. until the solution was saturated with hydrogen chloride, and the mixture was kept at 0° C. for 3 days and then filtered. There was thus obtained as solid residue ethyl p-(ethoxycarbonylmethoxy)benzimidate hydrochloride, The solvent is C(C)O (ethanol).